This data is from the Open Reaction Database (ORD), a public repository of structured organic reaction records. The task is: describe an organic reaction: reactants, conditions, products, and yield The reactants are OC1=NC=CC2=C(C=CC=C12)O (1,5-dihydroxyisoquinoline), [OH-].[Na+] (sodium hydroxide), S(=O)(=O)(OC)OC (dimethyl sulfate), S(=O)(=O)(OC)OC (dimethyl sulfate), [OH-].[Na+] (sodium hydroxide). The solvent is CO (methanol), O (water), O (water). Yields the product COC1=C2C=CNC(C2=CC=C1)=O (5-Methoxy-1(2H)-isoquinolinone). Yield: 64.0%. Reaction SMILES: [OH:1][C:2]1[C:11]2[C:6](=[C:7]([OH:12])[CH:8]=[CH:9][CH:10]=2)[CH:5]=[CH:4][N:3]=1.[OH-].[Na+].S(OC)(O[CH3:19])(=O)=O>CO.O>[CH3:19][O:12][C:7]1[CH:8]=[CH:9][CH:10]=[C:11]2[C:6]=1[CH:5]=[CH:4][NH:3][C:2]2=[O:1] |f:1.2|. Procedure: To 3.0 g (18.6 mmol) of 1,5-dihydroxyisoquinoline in 80 ml methanol and 20 ml of water was added 0.78 g of 50% sodium hydroxide (39 mmol) and 2 ml of dimethyl sulfate. The mixture was heated under reflux for two hours. An additional 4.0 ml of dimethyl sulfate and 10 ml of 50% sodium hydroxide was then added and refluxing continued for an additional hour. The mixture was diluted with 200 ml of water and concentrated to half the original volume. The resulting solid was collected and washed with wa... Starting materials: COC=1C=C(C=C(C1OC)OC)C1=CC2=NC=CC(=C2O1)C=1C=C(C(=O)O)C=CC1 (3-[2-(3,4,5-trimethoxyphenyl)furo[3,2-b]pyridin-7-yl]benzoic acid), COCCN (2-methoxyethylamin). Yields the product COCCNC(C1=CC(=CC=C1)C1=C2C(=NC=C1)C=C(O2)C2=CC(=C(C(=C2)OC)OC)OC)=O (N-(2-methoxyethyl)-3-[2-(3,4,5-trimethoxyphenyl)furo[3,2-b]pyridin-7-yl]benzamide). The yield is 62.0%. As a reaction SMILES: [CH3:1][O:2][C:3]1[CH:4]=[C:5]([C:13]2[O:21][C:20]3[C:15](=[N:16][CH:17]=[CH:18][C:19]=3[C:22]3[CH:23]=[C:24]([CH:28]=[CH:29][CH:30]=3)[C:25]([OH:27])=O)[CH:14]=2)[CH:6]=[C:7]([O:11][CH3:12])[C:8]=1[O:9][CH3:10].[CH3:31][O:32][CH2:33][CH2:34][NH2:35]>>[CH3:31][O:32][CH2:33][CH2:34][NH:35][C:25](=[O:27])[C:24]1[CH:28]=[CH:29][CH:30]=[C:22]([C:19]2[CH:18]=[CH:17][N:16]=[C:15]3[CH:14]=[C:13]([C:5]4[CH:6]=[C:7]([O:11][CH3:12])[C:8]([O:9][CH3:10])=[C:3]([O:2][CH3:1])[CH:4]=4)[O:21][C:20]=23)[CH:23]=1. Reported procedure: Starting from 3-[2-(3,4,5-trimethoxyphenyl)furo[3,2-b]pyridin-7-yl]benzoic acid (0.062 mmol) and 2-methoxyethylamin (0.069 mmol) the product is prepared analogously to “A43” and obtained as colorless solid in a yield of 62%. HPLC (method A): Rt 2.53 min (purity 98.8%); LCMS (ESI+) (method E): Rt 1.78 min, M+H+ 463.2 m/z; 1H NMR (500 MHz, DMSO-d6) δ [ppm] 8.84 (s, 1H), 8.79-8.72 (m, 1H), 8.60 (d, J=5.1, 1H), 8.28 (d, J=8.3, 1H), 8.03 (d, J=7.9, 1H), 7.78 (s, 1H), 7.75-7.70 (m, 2H), 7.35 (d, J=16.... Yields the product CC(C)(C)OC(=O)NCCCOc1ccc([N+](=O)[O-])cc1. The reactants are CC(C)(C)OC(=O)NCCCO, [Cl-], O=[N+]([O-])c1ccc(F)cc1, [H-], [NH4+], [Na+], C1CCOC1. Reaction SMILES: [C:3](=[O:4])([O:5][C:6]([CH3:7])([CH3:8])[CH3:9])[NH:10][CH2:11][CH2:12][CH2:13][OH:14].[Cl-:30].[F:15][c:16]1[cH:17][cH:18][c:19]([N+:22](=[O:23])[O-:24])[cH:20][cH:21]1.[H-:1].[NH4+:31].[Na+:2].[O:25]1[CH2:26][CH2:27][CH2:28][CH2:29]1>>[C:3](=[O:4])([O:5][C:6]([CH3:7])([CH3:8])[CH3:9])[NH:10][CH2:11][CH2:12][CH2:13][O:14][c:16]1[cH:17][cH:18][c:19]([N+:22](=[O:23])[O-:24])[cH:20][cH:21]1.